From a dataset of the Open Reaction Database (ORD), a public repository of structured organic reaction records. describe an organic reaction: reactants, conditions, products, and yield Starting materials: [BH4-], CO, O=Cc1cc([N+](=O)[O-])ccc1Cl, Cl, [Na+], O. The product is O=[N+]([O-])c1ccc(Cl)c(CO)c1. As a reaction SMILES: [BH4-:13].[CH3:16][OH:17].[Cl:1][c:2]1[c:3]([CH:4]=[O:5])[cH:6][c:7]([N+:10](=[O:11])[O-:12])[cH:8][cH:9]1.[ClH:15].[Na+:14].[OH2:18]>>[Cl:1][c:2]1[c:3]([CH2:4][OH:5])[cH:6][c:7]([N+:10](=[O:11])[O-:12])[cH:8][cH:9]1. The reactants are BrC1=C(C(=CC=C1)C(F)(F)F)CO ((2-bromo-6-(trifluoromethyl)phenyl)methanol), solution, [Li]CCCC (n-BuLi), CCCCCC (hexane), B(OC)(OC)OC (trimethyl borate). The solvent is C1CCOC1 (THF), C1CCOC1 (THF). Conditions: temperature -78 celsius, time 2 hour. Yields the product FC(C1=CC=CC=2B(OCC21)O)(F)F (4-(trifluoromethyl)benzo[c][1,2]oxaborol-1(3H)-ol). Isolated yield 25.0%. Reaction SMILES: [Li]CCCC.CCCCCC.Br[C:13]1[CH:18]=[CH:17][CH:16]=[C:15]([C:19]([F:22])([F:21])[F:20])[C:14]=1[CH2:23][OH:24].[B:25](OC)(OC)[O:26]C>C1COCC1>[F:20][C:19]([F:22])([F:21])[C:15]1[C:14]2[CH2:23][O:24][B:25]([OH:26])[C:13]=2[CH:18]=[CH:17][CH:16]=1. Procedure: To a 2.5 M solution of n-BuLi in hexane (27.81 mL, 69.53 mmol) in dry THF (30 mL), cooled to −78° C. and under an Argon atmosphere was added a solution of (2-bromo-6-(trifluoromethyl)phenyl)methanol (CXXIX) (5.49 g, 23.16 mmol) in dry THF (30 mL) dropwise very slowly. The reaction mixture was stirred at −78° C. for 2 h before adding trimethyl borate (3.88 mL, 34.76 mmol). The reaction mixture was stirred at −78° C. for an additional 30 min, and then allowed to warm up slowly to room temperature ... Reactants: C(CCC)S(=O)C1=NNC=N1 (3-butylsulphinyl-1,2,4-triazole), C(C=C)N(C(=O)Cl)CC=C (diallylcarbamoyl chloride), O1CCCC1 (tetrahydrofuran). The solvent is C(C)N(CC)CC (triethylamine). Conditions: temperature 100 celsius. Yields the product C(C=C)N(C(=O)N1N=C(N=C1)S(=O)CCCC)CC=C (1-diallylcarbamoyl-3-n-butylsulphinyl-1,2,4-triazole). As a reaction SMILES: [CH2:1]([S:5]([C:7]1[N:11]=[CH:10][NH:9][N:8]=1)=[O:6])[CH2:2][CH2:3][CH3:4].[CH2:12]([N:15]([CH2:19][CH:20]=[CH2:21])[C:16](Cl)=[O:17])[CH:13]=[CH2:14].O1CCCC1>C(N(CC)CC)C>[CH2:12]([N:15]([CH2:19][CH:20]=[CH2:21])[C:16]([N:9]1[CH:10]=[N:11][C:7]([S:5]([CH2:1][CH2:2][CH2:3][CH3:4])=[O:6])=[N:8]1)=[O:17])[CH:13]=[CH2:14]. Reported procedure: A mixture of 5.2 g. 3-butylsulphinyl-1,2,4-triazole, 6.0 g. diallylcarbamoyl chloride, 25 ml. dry tetrahydrofuran and 7.5 ml. dry triethylamine was refluxed under anhydrous conditions for 2 hours. The reaction mixture was filtered to remove triethylamine hydrochloride and the filtrate distilled under reduced pressure to remove solvent. Finally the residue was maintained at 100° C./0.5 mm. for 30 minutes in order to remove all traces of volatile material from the product. The product, 1-diallylca... Starting materials: CCOC(C)=O, ClCCl, CCOCC, CCOC(C)=O, NC1CCCC1, CSc1nc(Cl)c(-c2ccccc2F)c(Cl)n1. Product: CSc1nc(Cl)c(-c2ccccc2F)c(NC2CCCC2)n1. RXN SMILES: [C:33]([O:34][CH2:35][CH3:36])(=[O:37])[CH3:38].[CH2:30]([Cl:31])[Cl:32].[CH2:39]([O:40][CH2:41][CH3:42])[CH3:43].[CH3:24][CH2:25][O:26][C:27](=[O:28])[CH3:29].[CH:18]1([NH2:23])[CH2:19][CH2:20][CH2:21][CH2:22]1.[Cl:1][c:2]1[n:3][c:4]([S:16][CH3:17])[n:5][c:6]([Cl:15])[c:7]1-[c:8]1[c:9]([F:14])[cH:10][cH:11][cH:12][cH:13]1>>[c:2]1([NH:23][CH:18]2[CH2:19][CH2:20][CH2:21][CH2:22]2)[n:3][c:4]([S:16][CH3:17])[n:5][c:6]([Cl:15])[c:7]1-[c:8]1[c:9]([F:14])[cH:10][cH:11][cH:12][cH:13]1. Reactants: CCOC(=O)c1cnc2cc(C(F)(F)F)ccc2c1OS(=O)(=O)C(F)(F)F, CCOC(C)=O, [K+], [K+], [K+], C1COCCO1, OB(O)c1ccccc1, O=P([O-])([O-])[O-], c1ccc(P(c2ccccc2)(c2ccccc2)[Pd](P(c2ccccc2)(c2ccccc2)c2ccccc2)(P(c2ccccc2)(c2ccccc2)c2ccccc2)P(c2ccccc2)(c2ccccc2)c2ccccc2)cc1. Product: CCOC(=O)c1cnc2cc(C(F)(F)F)ccc2c1-c1ccccc1. Reaction SMILES: [CH2:1]([CH3:2])[O:3][C:4](=[O:5])[c:6]1[cH:7][n:8][c:9]2[cH:10][c:11]([C:24]([F:25])([F:26])[F:27])[cH:12][cH:13][c:14]2[c:15]1[O:16][S:17]([C:18]([F:19])([F:20])[F:21])(=[O:22])=[O:23].[CH3:51][CH2:52][O:53][C:54](=[O:55])[CH3:56].[K+:42].[K+:43].[K+:44].[O:45]1[CH2:46][CH2:47][O:48][CH2:49][CH2:50]1.[OH:28][B:29]([OH:30])[c:31]1[cH:32][cH:33][cH:34][cH:35][cH:36]1.[P:37]([O-:38])([O-:39])([O-:40])=[O:41].[cH:57]1[cH:58][cH:59][c:60]([P:61]([Pd:62]([P:63]([c:64]2[cH:65][cH:66][cH:67][cH:68][cH:69]2)([c:70]2[cH:71][cH:72][cH:73][cH:74][cH:75]2)[c:76]2[cH:77][cH:78][cH:79][cH:80][cH:81]2)([P:82]([c:83]2[cH:84][cH:85][cH:86][cH:87][cH:88]2)([c:89]2[cH:90][cH:91][cH:92][cH:93][cH:94]2)[c:95]2[cH:96][cH:97][cH:98][cH:99][cH:100]2)[P:101]([c:102]2[cH:103][cH:104][cH:105][cH:106][cH:107]2)([c:108]2[cH:109][cH:110][cH:111][cH:112][cH:113]2)[c:114]2[cH:115][cH:116][cH:117][cH:118][cH:119]2)([c:120]2[cH:121][cH:122][cH:123][cH:124][cH:125]2)[c:126]2[cH:127][cH:128][cH:129][cH:130][cH:131]2)[cH:132][cH:133]1>>[CH2:1]([CH3:2])[O:3][C:4](=[O:5])[c:6]1[cH:7][n:8][c:9]2[cH:10][c:11]([C:24]([F:25])([F:26])[F:27])[cH:12][cH:13][c:14]2[c:15]1-[c:31]1[cH:32][cH:33][cH:34][cH:35][cH:36]1. The reactants are C[C@@H](CO)NC([C@@H](CC(=O)OC(C)(C)C)NC(=O)OC(C)(C)C)=S (N-[(1S)-1-methyl-2-hydroxyethyl]-(2R)-2-t-butoxycarbonylamino-3-t-butoxycarbonylthiopropanamide), [B-](F)(F)(F)F.[N+](=O)=O (nitronium tetrafluoroboron), N1=C(C=C(C=C1C)C)C (2,4,6-collidine). The solvent is C(C)#N (acetonitrile), C(C)#N (acetonitrile). Yields the product C[C@@H](CO[N+](=O)[O-])NC([C@@H](CC(=O)OC(C)(C)C)NC(=O)OC(C)(C)C)=S (N-[(1S)-1-Methyl-2-nitroxyethyl]-(2R)-2-t-butoxycarbonylamino-3-t-butoxycarbonylthiopropanamide). Yield: 49.5%. Reaction SMILES: [B-](F)(F)(F)F.[N+:6](=[O:8])=[O:7].N1C(C)=CC(C)=CC=1C.[CH3:18][C@H:19]([NH:22][C:23](=[S:41])[C@H:24]([NH:33][C:34]([O:36][C:37]([CH3:40])([CH3:39])[CH3:38])=[O:35])[CH2:25][C:26]([O:28][C:29]([CH3:32])([CH3:31])[CH3:30])=[O:27])[CH2:20][OH:21]>C(#N)C>[CH3:18][C@H:19]([NH:22][C:23](=[S:41])[C@H:24]([NH:33][C:34]([O:36][C:37]([CH3:40])([CH3:39])[CH3:38])=[O:35])[CH2:25][C:26]([O:28][C:29]([CH3:32])([CH3:31])[CH3:30])=[O:27])[CH2:20][O:21][N+:6]([O-:8])=[O:7] |f:0.1|. Procedure details: In 25 ml of dry acetonitrile were dissolved 1.24 g of nitronium tetrafluoroboron (85% content), 1.12 g of 2,4,6-collidine was added thereto with stirring under ice-cooling, and the mixture was stirred under ice-cooling for 30 minutes. Then, a solution obtained by dissolving 2.5 g of N-[(1S)-1-methyl-2-hydroxyethyl]-(2R)-2-t-butoxycarbonylamino-3-t-butoxycarbonylthiopropanamide in 25 ml of dry acetonitrile was added to the mixture and the resulting mixture was stirred at room temperature for 3 ho... The reactants are COC(=O)Cc1ccc(OC)c(Oc2ccc(Br)cc2CN2C(=O)OC(c3ccccc3)C2C)c1, OB(O)c1ccncc1. The product is COc1ccc(CC(=O)O)cc1Oc1ccc(Br)cc1CN1C(=O)OC(c2ccccc2)C1C. Reaction SMILES: [CH3:1][O:2][C:3]([CH2:4][c:5]1[cH:6][c:7]([O:13][c:14]2[c:15]([CH2:21][N:22]3[C:23](=[O:34])[O:24][CH:25]([c:28]4[cH:29][cH:30][cH:31][cH:32][cH:33]4)[CH:26]3[CH3:27])[cH:16][c:17]([Br:20])[cH:18][cH:19]2)[c:8]([O:11][CH3:12])[cH:9][cH:10]1)=[O:35].[n:36]1[cH:37][cH:38][c:39]([B:40]([OH:41])[OH:42])[cH:43][cH:44]1>>[O:2]=[C:3]([CH2:4][c:5]1[cH:6][c:7]([O:13][c:14]2[c:15]([CH2:21][N:22]3[C:23](=[O:34])[O:24][CH:25]([c:28]4[cH:29][cH:30][cH:31][cH:32][cH:33]4)[CH:26]3[CH3:27])[cH:16][c:17]([Br:20])[cH:18][cH:19]2)[c:8]([O:11][CH3:12])[cH:9][cH:10]1)[OH:35]. Starting materials: CC(=O)O, CCOC(=O)c1cc([N+](=O)[O-])c[nH]1, O=S(=O)(Cl)Cl. Yields the product CCOC(=O)c1cc([N+](=O)[O-])c(Cl)[nH]1. As a reaction SMILES: [CH3:19][C:20](=[O:21])[OH:22].[N+:1](=[O:2])([O-:3])[c:4]1[cH:5][c:6]([C:9](=[O:10])[O:11][CH2:12][CH3:13])[nH:7][cH:8]1.[S:14]([Cl:15])(=[O:16])([Cl:17])=[O:18]>>[N+:1](=[O:2])([O-:3])[c:4]1[cH:5][c:6]([C:9](=[O:10])[O:11][CH2:12][CH3:13])[nH:7][c:8]1[Cl:17]. Starting materials: CO, Cc1c(C(=O)NNC(=O)OC(C)(C)C)nn(-c2ccc(Cl)cc2Cl)c1-c1ccc(Cl)cc1, Cl. Product: Cc1c(C(=O)NN)nn(-c2ccc(Cl)cc2Cl)c1-c1ccc(Cl)cc1. Reaction SMILES: [CH3:34][OH:35].[Cl:2][c:3]1[cH:4][cH:5][c:6](-[c:9]2[c:10]([CH3:33])[c:11]([C:22](=[O:23])[NH:24][NH:25][C:26]([O:27][C:28]([CH3:29])([CH3:30])[CH3:31])=[O:32])[n:12][n:13]2-[c:14]2[c:15]([Cl:21])[cH:16][c:17]([Cl:20])[cH:18][cH:19]2)[cH:7][cH:8]1.[ClH:1]>>[Cl:2][c:3]1[cH:4][cH:5][c:6](-[c:9]2[c:10]([CH3:33])[c:11]([C:22](=[O:23])[NH:24][NH2:25])[n:12][n:13]2-[c:14]2[c:15]([Cl:21])[cH:16][c:17]([Cl:20])[cH:18][cH:19]2)[cH:7][cH:8]1. The product is C(C=C)NC=1SC=C(N1)CO (2-allylaminothiazol-4-ylmethanol). Reported procedure: The reaction described in Preparation 15 was repeated, but using 10 g of ethyl 2-allylaminothiazole-4-carboxylate, 2.7 g of lithium aluminum hydride and 150 ml of tetrahydrofuran. giving the title compound as pale brown needles. Solvent: O1CCCC1 (tetrahydrofuran). RXN SMILES: [CH2:1]([NH:4][C:5]1[S:6][CH:7]=[C:8]([C:10](OCC)=[O:11])[N:9]=1)[CH:2]=[CH2:3].[H-].[Al+3].[Li+].[H-].[H-].[H-]>O1CCCC1>[CH2:1]([NH:4][C:5]1[S:6][CH:7]=[C:8]([CH2:10][OH:11])[N:9]=1)[CH:2]=[CH2:3] |f:1.2.3.4.5.6|. Starting materials: C(C=C)NC=1SC=C(N1)C(=O)OCC (ethyl 2-allylaminothiazole-4-carboxylate), [H-].[Al+3].[Li+].[H-].[H-].[H-] (lithium aluminum hydride).